This data is from the Open Reaction Database (ORD), a public repository of structured organic reaction records. The task is: describe an organic reaction: reactants, conditions, products, and yield Starting materials: OC1=C2CCCC(C2=CC=C1)=O (5-hydroxy-1-tetralone), [OH-].[Na+] (sodium hydroxide), C(C)I (Ethyl iodide). The solvent is C(C)O (ethanol), Cl (hydrochloric acid). Product: C(C)OC1=C2CCCC(C2=CC=C1)=O (5-ethoxy-1-tetralone). RXN SMILES: [OH:1][C:2]1[CH:11]=[CH:10][CH:9]=[C:8]2[C:3]=1[CH2:4][CH2:5][CH2:6][C:7]2=[O:12].[OH-].[Na+].[CH2:15](I)[CH3:16]>C(O)C.Cl>[CH2:15]([O:1][C:2]1[CH:11]=[CH:10][CH:9]=[C:8]2[C:3]=1[CH2:4][CH2:5][CH2:6][C:7]2=[O:12])[CH3:16] |f:1.2|. Procedure: A mixture of 5-hydroxy-1-tetralone (2.00 g) and sodium hydroxide (493 mg) was warmed in ethanol (40 mL) to 50° C. Ethyl iodide (3.94 mL) was then added and the reaction mixture was heated at reflux for 16 hours. The reaction mixture was diluted with 2N hydrochloric acid, extracted into ethyl acetate, dried and the solvent removed in vacuo to yield 5-ethoxy-1-tetralone as a white solid (2.06 g) The product is C(CC=C)OC1=C(C=C(C=C1)C=1OC=C(N1)CCC(=O)C1=NC=CC=C1C)OC(F)F (3-[2-(4-but-3-enyloxy-3-difluoromethoxy phenyl)oxazol-4-yl]-1-(3-methylpyridin-2-yl)propan-1-one). Reaction SMILES: [F:1][CH:2]([F:27])[O:3][C:4]1[CH:5]=[C:6]([C:11]2[O:12][CH:13]=[C:14]([CH2:16][CH2:17][C:18]([C:20]3[C:25]([CH3:26])=[CH:24][CH:23]=[CH:22][N:21]=3)=[O:19])[N:15]=2)[CH:7]=[CH:8][C:9]=1[OH:10].Br[CH2:29][CH2:30][CH:31]=[CH2:32]>>[CH2:32]([O:10][C:9]1[CH:8]=[CH:7][C:6]([C:11]2[O:12][CH:13]=[C:14]([CH2:16][CH2:17][C:18]([C:20]3[C:25]([CH3:26])=[CH:24][CH:23]=[CH:22][N:21]=3)=[O:19])[N:15]=2)=[CH:5][C:4]=1[O:3][CH:2]([F:1])[F:27])[CH2:31][CH:30]=[CH2:29]. Starting materials: FC(OC=1C=C(C=CC1O)C=1OC=C(N1)CCC(=O)C1=NC=CC=C1C)F (3-{2-(3-difluoromethoxy-4-hydroxyphenyl)oxazol-4-yl}-1-(3-methylpyridin-2-yl)propan-1-one), BrCCC=C (4-bromo-1-butene). Procedure details: Using the compound obtained in Example 356 and 4-bromo-1-butene, white powdery 3-[2-(4-but-3-enyloxy-3-difluoromethoxy phenyl)oxazol-4-yl]-1-(3-methylpyridin-2-yl)propan-1-one was obtained following the procedure of Example 3. Reactants: N1N=NN=C1C1=CN=C2N(C1=O)C(=CC=C2)C (3- (1H-tetrazol-5-yl) -6-methyl-4-oxo-4H-pyrido[1,2-a]pyrimidine), CN(C=O)C (dimethylformamide), C([O-])([O-])=O.[K+].[K+] (potassium carbonate), CI (methyl iodide). Run in O (water). Run at temperature 80 celsius, time 1 hour. Product: CN1N=NN=C1C1=CN=C2N(C1=O)C(=CC=C2)C (3- (1-methyl-1H-tetrazol-5-yl) -6-methyl-4-oxo-4H-pyrido[1,2-a ]pyrimidine). The yield is 66.5%. As a reaction SMILES: [NH:1]1[C:5]([C:6]2[C:11](=[O:12])[N:10]3[C:13]([CH3:17])=[CH:14][CH:15]=[CH:16][C:9]3=[N:8][CH:7]=2)=[N:4][N:3]=[N:2]1.[CH3:18]N(C)C=O.C(=O)([O-])[O-].[K+].[K+].CI>O>[CH3:18][N:1]1[C:5]([C:6]2[C:11](=[O:12])[N:10]3[C:13]([CH3:17])=[CH:14][CH:15]=[CH:16][C:9]3=[N:8][CH:7]=2)=[N:4][N:3]=[N:2]1 |f:2.3.4|. Procedure details: A mixture of 2.3 g of 3- (1H-tetrazol-5-yl) -6-methyl-4-oxo-4H-pyrido[1,2-a]pyrimidine, 50 ml of dimethylformamide, 1.38 g (0.001 mole) of anhydrous potassium carbonate and 2.85 g (0.02 moles) of methyl iodide was stirred at 80° C. for 1 hour. The reaction mixture was cooled to room temperature and diluted with 150 ml of water. The precipitating crystals were collected. 1.61 g (66.53%) of the title compound was obtained, which was crystallized from dimethylformamide, m.p.: 232°-234° C. Procedure: 200 mg (0.44 mmol) of methyl 4-({2-[2-(4-bromobenzyloxy)phenyl]ethylamino}methyl)benzoate from Example 5A, 101 mg (0.48 mmol) of 4-(2-bromoethyl)benzonitrile and 51.4 mg (0.48 mmol) of sodium carbonate are heated in 5 ml of acetonitrile to reflux for 5 hours. A further 101 mg (0.48 mmol) of 4-(2-bromoethyl)benzonitrile are then added, and the reaction solution is stirred further under reflux overnight. After the reaction solution has cooled, the mixture is concentrated to dryness, and the residu... Run in C(C)#N (acetonitrile). Starting materials: BrCCC1=CC=C(C#N)C=C1 (4-(2-bromoethyl)benzonitrile), BrC1=CC=C(COC2=C(C=CC=C2)CCNCC2=CC=C(C(=O)OC)C=C2)C=C1 (Methyl 4-({2-[2-(4-bromobenzyloxy)phenyl]ethylamino}methyl)benzoate), BrCCC1=CC=C(C#N)C=C1 (4-(2-bromoethyl)benzonitrile), C([O-])([O-])=O.[Na+].[Na+] (sodium carbonate). The product is BrC1=CC=C(COC2=C(C=CC=C2)CCN(CCC2=CC=C(C=C2)C#N)CC2=CC=C(C(=O)OC)C=C2)C=C1 (Methyl 4-({{2-[2-(4-bromobenzyloxy)phenyl]ethyl}-[2-(4-cyanophenyl)ethyl]amino}methyl)benzoate). RXN SMILES: [Br:1][C:2]1[CH:29]=[CH:28][C:5]([CH2:6][O:7][C:8]2[CH:13]=[CH:12][CH:11]=[CH:10][C:9]=2[CH2:14][CH2:15][NH:16][CH2:17][C:18]2[CH:27]=[CH:26][C:21]([C:22]([O:24][CH3:25])=[O:23])=[CH:20][CH:19]=2)=[CH:4][CH:3]=1.Br[CH2:31][CH2:32][C:33]1[CH:40]=[CH:39][C:36]([C:37]#[N:38])=[CH:35][CH:34]=1.C(=O)([O-])[O-].[Na+].[Na+]>C(#N)C>[Br:1][C:2]1[CH:3]=[CH:4][C:5]([CH2:6][O:7][C:8]2[CH:13]=[CH:12][CH:11]=[CH:10][C:9]=2[CH2:14][CH2:15][N:16]([CH2:17][C:18]2[CH:19]=[CH:20][C:21]([C:22]([O:24][CH3:25])=[O:23])=[CH:26][CH:27]=2)[CH2:31][CH2:32][C:33]2[CH:40]=[CH:39][C:36]([C:37]#[N:38])=[CH:35][CH:34]=2)=[CH:28][CH:29]=1 |f:2.3.4|. Isolated yield 70.5%. The reactants are CO, CCOCc1nc2c(Cl)nc3ccccc3c2n1CC1CC(C)=NO1, N. The product is CCOCc1nc2c(N)nc3ccccc3c2n1CC1CC(C)=NO1. As a reaction SMILES: [CH3:27][OH:28].[Cl:1][c:2]1[n:3][c:4]2[cH:5][cH:6][cH:7][cH:8][c:9]2[c:10]2[c:11]1[n:12][c:13]([CH2:22][O:23][CH2:24][CH3:25])[n:14]2[CH2:15][CH:16]1[CH2:17][C:18]([CH3:21])=[N:19][O:20]1.[NH3:26]>>[c:2]1([NH2:26])[n:3][c:4]2[cH:5][cH:6][cH:7][cH:8][c:9]2[c:10]2[c:11]1[n:12][c:13]([CH2:22][O:23][CH2:24][CH3:25])[n:14]2[CH2:15][CH:16]1[CH2:17][C:18]([CH3:21])=[N:19][O:20]1. Starting materials: C-3. 1,2-Dihydro-6-methyl-5-(2-methyl-4-thiazolyl)2-oxo-3-pyridinecarboxamide, ice, S(O)(O)(=O)=O (sulfuric acid), CC1=C(C=C(C(N1)=O)C#N)C=1N=C(SC1)C (1,2-dihydro-6-methyl-5-(2-methyl-4-thiazolyl)-2-oxo-3-pyridinecarbonitrile), [OH-].[NH4+] (ammonium hydroxide). Conditions: time 30 minute. Yields the product CC1=C(C=C(C(N1)=O)C(=O)N)C=1N=C(SC1)C (1,2-dihydro-6-methyl-5-(2-methyl-4-thiazolyl)-2-oxo-3-pyridinecarboxamide). As a reaction SMILES: S(=O)(=O)(O)O.[CH3:6][C:7]1[NH:12][C:11](=[O:13])[C:10]([C:14]#[N:15])=[CH:9][C:8]=1[C:16]1[N:17]=[C:18]([CH3:21])[S:19][CH:20]=1.[OH-:22].[NH4+]>>[CH3:6][C:7]1[NH:12][C:11](=[O:13])[C:10]([C:14]([NH2:15])=[O:22])=[CH:9][C:8]=1[C:16]1[N:17]=[C:18]([CH3:21])[S:19][CH:20]=1 |f:2.3|. Procedure: C-3. 1,2-Dihydro-6-methyl-5-(2-methyl-4-thiazolyl)2-oxo-3-pyridinecarboxamide--To an ice cold stirred 150 ml portion of concentrated sulfuric acid was added over a 5 minute period 64.2 g of finely powdered 1,2-dihydro-6-methyl-5-(2-methyl-4-thiazolyl)-2-oxo-3-pyridinecarbonitrile and the resulting mixture was stirred in an ice bath for 30 minutes and then allowed to stand at room temperature overnight. The reaction mixture was poured onto ice (800 ml beaker half filled) and then neutralized by a... Starting materials: O=S(=O)(Cl)c1ccc(CCBr)cc1, Cc1cccnc1N, ClCCl, Cl. Product: Cc1cccnc1NS(=O)(=O)c1ccc(CCBr)cc1. RXN SMILES: [Br:9][CH2:10][CH2:11][c:12]1[cH:13][cH:14][c:15]([S:18](=[O:19])(=[O:20])[Cl:21])[cH:16][cH:17]1.[CH3:1][c:2]1[c:3]([NH2:8])[n:4][cH:5][cH:6][cH:7]1.[Cl:23][CH2:24][Cl:25].[ClH:22]>>[CH3:1][c:2]1[c:3]([NH:8][S:18]([c:15]2[cH:14][cH:13][c:12]([CH2:11][CH2:10][Br:9])[cH:17][cH:16]2)(=[O:19])=[O:20])[n:4][cH:5][cH:6][cH:7]1. The reactants are CC(C)O, CC(C)=O, CCOC(C)=O, CC(C)c1cc(Sc2c(Cl)cc(CCO)cc2Cl)nnc1Cl, O. Yields the product CC(C)c1cc(Sc2c(Cl)cc(CC(=O)O)cc2Cl)nnc1Cl. As a reaction SMILES: [CH3:23][CH:24]([CH3:25])[OH:26].[CH3:27][C:28](=[O:29])[CH3:30].[CH3:31][CH2:32][O:33][C:34](=[O:35])[CH3:36].[Cl:1][c:2]1[cH:3][c:4]([CH2:20][CH2:21][OH:22])[cH:5][c:6]([Cl:19])[c:7]1[S:8][c:9]1[n:10][n:11][c:12]([Cl:18])[c:13]([CH:15]([CH3:16])[CH3:17])[cH:14]1.[OH2:37]>>[Cl:1][c:2]1[cH:3][c:4]([CH2:20][C:21](=[O:22])[OH:26])[cH:5][c:6]([Cl:19])[c:7]1[S:8][c:9]1[n:10][n:11][c:12]([Cl:18])[c:13]([CH:15]([CH3:16])[CH3:17])[cH:14]1. The reactants are CC1CCC(C(C1)O)C(C)C (dl-menthol), [N+](=O)([O-])C1=CC=C(C(=O)Cl)C=C1 (4-nitrobenzoylchloride), C(C)(=O)OCC (ethyl acetate). The product is COC(=O)C1=CC=CC=C1 (methyloxycarbonylbenzene). Reaction SMILES: C[CH:2]1[CH2:7][CH:6](O)C(C(C)C)[CH2:4][CH2:3]1.[N+](C1C=CC(C(Cl)=O)=CC=1)([O-])=O.[C:24]([O:27][CH2:28]C)(=[O:26])[CH3:25]>>[CH3:28][O:27][C:24]([C:25]1[CH:6]=[CH:7][CH:2]=[CH:3][CH:4]=1)=[O:26]. Procedure details: After stirring for an additional half hour and adding 50 ml of petroleum ether (40-60) the formed precipitate was sucked off, washed with petroleum ether and dried. The desired product was obtained in a yield of 2.0 g; melting-point 169°-170° C. The starting aniline was obtained from the corresponding nitro compound by reduction with hydrogen under the influence of Raney nickel as a catalyst, ethyl acetate being used as a solvent. 1-Nitro-4-dl-methyloxycarbonylbenzene was prepared by reaction of...